From a dataset of the Open Reaction Database (ORD), a public repository of structured organic reaction records. describe an organic reaction: reactants, conditions, products, and yield Starting materials: [Na] (sodium), [N+](=O)([O-])C1=CC=CC=2NN=NC21 (4-nitrobenzotriazole), ClC(SCl)(Cl)Cl (trichloromethylsulfenyl chloride). Solvent: O (water). The product is [N+](=O)([O-])C1=CC=CC=2N(N=NC21)SC(Cl)(Cl)Cl (4-nitro-1-(trichloromethylthio)-1H-benzotriazole). As a reaction SMILES: [Na].[N+:2]([C:5]1[C:13]2[N:12]=[N:11][NH:10][C:9]=2[CH:8]=[CH:7][CH:6]=1)([O-:4])=[O:3].[Cl:14][C:15]([Cl:19])([Cl:18])[S:16]Cl>O>[N+:2]([C:5]1[C:13]2[N:12]=[N:11][N:10]([S:16][C:15]([Cl:19])([Cl:18])[Cl:14])[C:9]=2[CH:8]=[CH:7][CH:6]=1)([O-:4])=[O:3] |^1:0|. Procedure: A solution of 10.2 grams of the sodium salt of 4-nitrobenzotriazole, 6 milliliters of trichloromethylsulfenyl chloride and 100 milliliters of water is stirred at 5° C. for 1 hour. The brown solid is collected by filtration and washed with ethyl ether. The crude product weighs 9.3 grams (51%) and recrystallized from carbon tetrachloride, m.p. 136.5°-137.5° C. Procedure details: Into 40 ml of 20% aqueous solution of sulfuric acid was dissolved 20 g of N,N-dimethylaniline. To the solution were added 8.4 g of pyruvic acid and 0.2 g of p-toluenesulfonic acid and the mixture was heated with reflux for 24 hours. The reaction mixture was, after cooled, diluted with 200 ml of water and adjusted to pH 6 with addition of 20% aqueous solution of sodium hydroxide. The precipitated crystal was collected by filtration which was 18.0 g (yield 70%) of 2,2-bis(4-dimethylaminophenyl)pro... Reaction SMILES: S(=O)(=O)(O)O.[CH3:6][N:7]([CH3:14])[C:8]1[CH:13]=[CH:12][CH:11]=[CH:10][CH:9]=1.[C:15]([OH:20])(=[O:19])[C:16]([CH3:18])=O.[OH-].[Na+]>O.C1(C)C=CC(S(O)(=O)=O)=CC=1>[CH3:6][N:7]([CH3:14])[C:8]1[CH:13]=[CH:12][C:11]([C:16]([C:11]2[CH:12]=[CH:13][C:8]([N:7]([CH3:14])[CH3:6])=[CH:9][CH:10]=2)([CH3:18])[C:15]([OH:20])=[O:19])=[CH:10][CH:9]=1 |f:3.4|. The yield is 69.8%. Starting materials: C(C(=O)C)(=O)O (pyruvic acid), aqueous solution, S(O)(O)(=O)=O (sulfuric acid), CN(C1=CC=CC=C1)C (N,N-dimethylaniline), aqueous solution, [OH-].[Na+] (sodium hydroxide). Run in O (water). The reagents and catalysts are C1(=CC=C(C=C1)S(=O)(=O)O)C (p-toluenesulfonic acid). Yields the product CN(C1=CC=C(C=C1)C(C(=O)O)(C)C1=CC=C(C=C1)N(C)C)C (2,2-bis(4-dimethylaminophenyl)propionic acid). The reactants are S1C=C(C=C1)C(C(=O)OC)C(=O)OC (Dimethyl 3-thienylmalonate), [OH-].[Na+] (sodium hydroxide), CO (methanol). Solvent: O (water). Conditions: time 1 hour. Yields the product S1C=C(C=C1)C(C(=O)O)C(=O)O (3-thienylmalonic acid). Yield: 75.0%. As a reaction SMILES: [S:1]1[CH:5]=[CH:4][C:3]([CH:6]([C:11]([O:13]C)=[O:12])[C:7]([O:9]C)=[O:8])=[CH:2]1.[OH-].[Na+].CO>O>[S:1]1[CH:5]=[CH:4][C:3]([CH:6]([C:7]([OH:9])=[O:8])[C:11]([OH:13])=[O:12])=[CH:2]1 |f:1.2|. Procedure: Dimethyl 3-thienylmalonate, unpurified from the above reaction, (0.0385 kg, 0.18 mole) was added dropwise over 10 minutes to a stirred solution of sodium hydroxide (0.0157 kg, 0.39 mole) in water (0.065 dm3) maintaining the temperature between 10°-20°. The resulting solution was stirred at ambient temperature for 1 hour and the methanol (formed in the hydrolysis) distilled under reduced pressure (Buchi, to ≤50°). The concentrate was cooled to 10°, 4-methyl-2-pentanone (0.040 dm3) added and the p... Reactants: O=C([O-])[O-], CN(C)C1CCN(c2ccc(NC(=O)c3ccc(O)cc3)cc2)C1, Clc1ccc(Cl)nc1, [K+], [K+], CN(C)C=O. Yields the product CN(C)C1CCN(c2ccc(NC(=O)c3ccc(Oc4ccc(Cl)cn4)cc3)cc2)C1. Reaction SMILES: [C:33](=[O:34])([O-:35])[O-:36].[CH3:1][N:2]([CH:3]1[CH2:4][N:5]([c:8]2[cH:9][cH:10][c:11]([NH:14][C:15]([c:16]3[cH:17][cH:18][c:19]([OH:22])[cH:20][cH:21]3)=[O:23])[cH:12][cH:13]2)[CH2:6][CH2:7]1)[CH3:24].[Cl:25][c:26]1[n:27][cH:28][c:29]([Cl:32])[cH:30][cH:31]1.[K+:37].[K+:38].[O:39]=[CH:40][N:41]([CH3:42])[CH3:43]>>[CH3:1][N:2]([CH:3]1[CH2:4][N:5]([c:8]2[cH:9][cH:10][c:11]([NH:14][C:15]([c:16]3[cH:17][cH:18][c:19]([O:22][c:26]4[n:27][cH:28][c:29]([Cl:32])[cH:30][cH:31]4)[cH:20][cH:21]3)=[O:23])[cH:12][cH:13]2)[CH2:6][CH2:7]1)[CH3:24].